Dataset: the Open Reaction Database (ORD), a public repository of structured organic reaction records. Task: describe an organic reaction: reactants, conditions, products, and yield The reactants are C1CCOC1, Cn1c(C(=O)c2ccc(Oc3ncccc3C3=CCOCC3)cc2)nc2ccccc21, [OH-], [OH-], [Pd+2]. The product is Cn1c(C(=O)c2ccc(Oc3ncccc3C3CCOCC3)cc2)nc2ccccc21. RXN SMILES: [CH2:32]1[O:33][CH2:34][CH2:35][CH2:36]1.[O:1]1[CH2:2][CH2:3][C:4]([c:7]2[c:8]([O:13][c:14]3[cH:15][cH:16][c:17]([C:20](=[O:21])[c:22]4[n:23][c:24]5[c:25]([n:26]4[CH3:27])[cH:28][cH:29][cH:30][cH:31]5)[cH:18][cH:19]3)[n:9][cH:10][cH:11][cH:12]2)=[CH:5][CH2:6]1.[OH-:37].[OH-:38].[Pd+2:39]>>[O:1]1[CH2:2][CH2:3][CH:4]([c:7]2[c:8]([O:13][c:14]3[cH:15][cH:16][c:17]([C:20](=[O:21])[c:22]4[n:23][c:24]5[c:25]([n:26]4[CH3:27])[cH:28][cH:29][cH:30][cH:31]5)[cH:18][cH:19]3)[n:9][cH:10][cH:11][cH:12]2)[CH2:5][CH2:6]1. The product is COC(=O)c1cn(C(=O)OC(C)(C)C)c2nccc(CNC3(C(=O)O)CCCC3)c12. Starting materials: CC(=O)O[BH-](OC(C)=O)OC(C)=O, COC(=O)c1cn(C(=O)OC(C)(C)C)c2nccc(C=O)c12, ClCCl, NC1(C(=O)O)CCCC1, [Na+]. As a reaction SMILES: [C:1]([O:2][BH-:3]([O:4][C:5](=[O:6])[CH3:7])[O:8][C:9](=[O:10])[CH3:11])(=[O:12])[CH3:13].[CH:24](=[O:25])[c:26]1[c:27]2[c:28]([n:29][cH:30][cH:31]1)[n:32]([C:39](=[O:40])[O:41][C:42]([CH3:43])([CH3:44])[CH3:45])[cH:33][c:34]2[C:35](=[O:36])[O:37][CH3:38].[Cl:46][CH2:47][Cl:48].[NH2:15][C:16]1([C:21](=[O:22])[OH:23])[CH2:17][CH2:18][CH2:19][CH2:20]1.[Na+:14]>>[NH:15]([C:16]1([C:21](=[O:22])[OH:23])[CH2:17][CH2:18][CH2:19][CH2:20]1)[CH2:24][c:26]1[c:27]2[c:28]([n:29][cH:30][cH:31]1)[n:32]([C:39](=[O:40])[O:41][C:42]([CH3:43])([CH3:44])[CH3:45])[cH:33][c:34]2[C:35](=[O:36])[O:37][CH3:38]. Procedure: Crude 3,7-dimethyl-1,6-octadien-3-yl 3-oxo-butyrate (154.51, 0.648 mol) from above is placed in a 3000 mL three-necked round-bottomed flask fitted with a condenser, argon inlet, addition funnel, magnetic stirrer and internal thermometer. The contents are dissolved in 350 mL of dichloromethane and treated with powdered calcium hydroxide (50.44 g, 0.681 mol). The mixture is stirred at 30° C. for 30 min and then heated to 40° C. 2-Naphthoyl chloride (142.12 g, 0.746 mol) dissolved in 20 mL of dichl... Reactants: C(CC(=O)C)(=O)OC(C)(C=C)CCC=C(C)C (linalyl acetoacetate), C1=C(C=CC2=CC=CC=C12)C(=O)CC(=O)[O-] (2-naphthoylacetate). The product is C1=C(C=CC2=CC=CC=C12)C(CC(=O)OC(C=C)(CCC=C(C)C)C)=O (3,7-dimethyl-1,6octadien-3-yl 3-(β-naphthyl)-3-oxo-propionate). Reaction SMILES: [C:1]([O:7][C:8]([CH2:12][CH2:13][CH:14]=[C:15]([CH3:17])[CH3:16])([CH:10]=[CH2:11])[CH3:9])(=[O:6])[CH2:2][C:3]([CH3:5])=[O:4].[CH:18]1[C:27]2[C:22](=[CH:23][CH:24]=C[CH:26]=2)[CH:21]=[CH:20][C:19]=1C(CC([O-])=O)=O>>[CH:26]1[C:27]2[C:22](=[CH:21][CH:20]=[CH:19][CH:18]=2)[CH:23]=[CH:24][C:5]=1[C:3](=[O:4])[CH2:2][C:1]([O:7][C:8]([CH3:9])([CH2:12][CH2:13][CH:14]=[C:15]([CH3:17])[CH3:16])[CH:10]=[CH2:11])=[O:6]. The reactants are C1(=CC=CC=C1)C=1C=C(SC1C(F)(F)F)C1=NC(=NO1)C=1C=C2C=CNC2=CC1 (5-{5-[4-Phenyl-5-(trifluoromethyl)-2-thienyl]-1,2,4-oxadiazol-3-yl}-1H-indole), BrCCC(=O)OCC (ethyl 3-bromopropionate), BrCCC(=O)OCC (ethyl 3-bromopropionate), C(=O)([O-])[O-].[K+].[K+] (K2CO3). The solvent is CN(C)C=O (DMF). Conditions: time 2 hour. The product is mixture, C1(=CC=CC=C1)C=1C=C(SC1C(F)(F)F)C1=NC(=NO1)C=1C=C2C=CN(C2=CC1)CCC(=O)OCC (Ethyl 3-(5-{5-[4-phenyl-5-(trifluoromethyl)-2-thienyl]-1,2,4-oxadiazol-3-yl}-1H-indol-1-yl)propanoate). Yield: 0.0%. RXN SMILES: [C:1]1([C:7]2[CH:8]=[C:9]([C:16]3[O:20][N:19]=[C:18]([C:21]4[CH:22]=[C:23]5[C:27](=[CH:28][CH:29]=4)[NH:26][CH:25]=[CH:24]5)[N:17]=3)[S:10][C:11]=2[C:12]([F:15])([F:14])[F:13])[CH:6]=[CH:5][CH:4]=[CH:3][CH:2]=1.C([O-])([O-])=O.[K+].[K+].Br[CH2:37][CH2:38][C:39]([O:41][CH2:42][CH3:43])=[O:40]>CN(C=O)C>[C:1]1([C:7]2[CH:8]=[C:9]([C:16]3[O:20][N:19]=[C:18]([C:21]4[CH:22]=[C:23]5[C:27](=[CH:28][CH:29]=4)[N:26]([CH2:37][CH2:38][C:39]([O:41][CH2:42][CH3:43])=[O:40])[CH:25]=[CH:24]5)[N:17]=3)[S:10][C:11]=2[C:12]([F:15])([F:14])[F:13])[CH:2]=[CH:3][CH:4]=[CH:5][CH:6]=1 |f:1.2.3|. Procedure details: D2 (100 mg) was dissolved in DMF (1.2 ml), treated with K2CO3 (50 mg) then ethyl 3-bromopropionate (90 mg) and heated to 130° C. overnight. After this time LCMS showed the reaction to be incomplete so further ethyl 3-bromopropionate was added (45 mg) and stirring continued at 130° C. for 2 hours. LCMS showed no change so the reaction mixture was evaporated then partitioned between DCM and H2O. The organic layer was removed and the aqueous solution extracted with DCM. The combined organics were d... Reaction SMILES: [CH3:33][O:34][CH2:35][C:36](=[O:37])[OH:38].[CH3:40][N:41]([CH3:42])[CH2:43][CH2:44][CH2:45][N:46]=[C:47]=[N:48][CH2:49][CH3:50].[CH3:51][N:52]([CH3:53])[c:54]1[cH:55][cH:56][n:57][cH:58][cH:59]1.[CH3:65][CH2:66][O:67][C:68](=[O:69])[CH3:70].[ClH:39].[F:1][c:2]1[cH:3][c:4]([N:21]2[C:22](=[O:32])[O:23][CH:24]([CH2:26][n:27]3[n:28][n:29][cH:30][cH:31]3)[CH2:25]2)[cH:5][cH:6][c:7]1-[c:8]1[cH:9][n:10][c:11]([C:14]2=[N:15][O:16][CH:17]([CH2:19][OH:20])[CH2:18]2)[cH:12][cH:13]1.[O:60]=[CH:61][N:62]([CH3:63])[CH3:64]>>[F:1][c:2]1[cH:3][c:4]([N:21]2[C:22](=[O:32])[O:23][CH:24]([CH2:26][n:27]3[n:28][n:29][cH:30][cH:31]3)[CH2:25]2)[cH:5][cH:6][c:7]1-[c:8]1[cH:9][n:10][c:11]([C:14]2=[N:15][O:16][CH:17]([CH2:19][O:20][C:36]([CH2:35][O:34][CH3:33])=[O:37])[CH2:18]2)[cH:12][cH:13]1. Yields the product COCC(=O)OCC1CC(c2ccc(-c3ccc(N4CC(Cn5ccnn5)OC4=O)cc3F)cn2)=NO1. Reactants: COCC(=O)O, CCN=C=NCCCN(C)C, CN(C)c1ccncc1, CCOC(C)=O, Cl, O=C1OC(Cn2ccnn2)CN1c1ccc(-c2ccc(C3=NOC(CO)C3)nc2)c(F)c1, CN(C)C=O.